From a dataset of the Open Reaction Database (ORD), a public repository of structured organic reaction records. describe an organic reaction: reactants, conditions, products, and yield Starting materials: NC12C=C3CC(CC(C3)C1)C2, CCOC(C)=O. The product is NC12CC3CC(CC(C3)C1)C2. As a reaction SMILES: [C:1]12([NH2:11])[CH:2]=[C:3]3[CH2:4][CH:5]([CH2:6][CH:7]([CH2:8]1)[CH2:9]3)[CH2:10]2.[CH3:12][CH2:13][O:14][C:15](=[O:16])[CH3:17]>>[C:1]12([NH2:11])[CH2:2][CH:3]3[CH2:4][CH:5]([CH2:6][CH:7]([CH2:8]1)[CH2:9]3)[CH2:10]2. Starting materials: BrC=1C=C(C=CC1)O (3-bromophenol), C(C1=CC=CC=C1)Br (benzyl bromide). Product: C(C1=CC=CC=C1)OC=1C=C(C=CC1)Br (3-benzyloxybromobenzene). Isolated yield 97.0%. Reaction SMILES: [Br:1][C:2]1[CH:3]=[C:4]([OH:8])[CH:5]=[CH:6][CH:7]=1.[CH2:9](Br)[C:10]1[CH:15]=[CH:14][CH:13]=[CH:12][CH:11]=1>>[CH2:9]([O:8][C:4]1[CH:3]=[C:2]([Br:1])[CH:7]=[CH:6][CH:5]=1)[C:10]1[CH:15]=[CH:14][CH:13]=[CH:12][CH:11]=1. Procedure details: Using the procedure described in Example 5, 3-bromophenol was reacted with benzyl bromide to give 3-benzyloxybromobenzene (97%), as a white solid. Starting materials: CC(C)(C)OC(=O)NC1CCNCC1, O=C([O-])[O-], C1COCCO1, FC(F)(F)c1ccc(Cl)nc1Cl, ClCCl, [Cs+], [Cs+], O. Product: CC(C)(C)OC(=O)NC1CCN(c2ccc(C(F)(F)F)c(Cl)n2)CC1. As a reaction SMILES: [C:1]([CH3:2])([CH3:3])([CH3:4])[O:5][C:6]([NH:7][CH:8]1[CH2:9][CH2:10][NH:11][CH2:12][CH2:13]1)=[O:14].[C:27](=[O:28])([O-:29])[O-:30].[CH2:34]1[O:35][CH2:36][CH2:37][O:38][CH2:39]1.[Cl:15][c:16]1[n:17][c:18]([Cl:26])[cH:19][cH:20][c:21]1[C:22]([F:23])([F:24])[F:25].[Cl:40][CH2:41][Cl:42].[Cs+:31].[Cs+:32].[OH2:33]>>[C:1]([CH3:2])([CH3:3])([CH3:4])[O:5][C:6]([NH:7][CH:8]1[CH2:9][CH2:10][N:11]([c:18]2[n:17][c:16]([Cl:15])[c:21]([C:22]([F:23])([F:24])[F:25])[cH:20][cH:19]2)[CH2:12][CH2:13]1)=[O:14]. The reactants are CC1(C)CC=C(B2OC(C)(C)C(C)(C)O2)CC1, CO, ClCCl, NC(=O)c1ccc(N)c(Br)c1. Product: CC1(C)CC=C(c2cc(C(N)=O)ccc2N)CC1. Reaction SMILES: [CH3:12][C:13]1([CH3:28])[CH2:14][CH:15]=[C:16]([B:19]2[O:20][C:21]([CH3:22])([CH3:23])[C:24]([CH3:25])([CH3:26])[O:27]2)[CH2:17][CH2:18]1.[CH3:29][OH:30].[Cl:31][CH2:32][Cl:33].[NH2:1][c:2]1[c:3]([Br:11])[cH:4][c:5]([C:6](=[O:7])[NH2:8])[cH:9][cH:10]1>>[NH2:1][c:2]1[c:3]([C:16]2=[CH:15][CH2:14][C:13]([CH3:12])([CH3:28])[CH2:18][CH2:17]2)[cH:4][c:5]([C:6](=[O:7])[NH2:8])[cH:9][cH:10]1. Starting materials: C(C)(C)(C)OC(=O)N(CC1=CC(=CC(=C1)NC(=O)OCC=C)C)C1=NC(=CC(=C1)N1CCOCC1)CSC=1SC(=NN1)CC (2-{N-tert-butoxycarbonyl-N-[3-methyl-5-(2-propenyloxycarbonylamino)benzyl]amino}-6-(5-ethyl-1,3,4-thiadiazol-2-ylthiomethyl)-4-morpholinopyridine), compound. Solvent: FC(C(=O)O)(F)F (trifluoroacetic acid). Run at time 1 hour. The product is C(C)C1=NN=C(S1)SCC1=CC(=CC(=N1)NCC1=CC(=CC(=C1)NC(=O)OCC=C)C)N1CCOCC1 (6-(5-ethyl-1,3,4-thiadiazol-2-ylthiomethyl)-2-[3-methyl-5-(2-propenyloxycarbonylamino)benzylamino]-4-morpholinopyridine). RXN SMILES: C(OC([N:8]([C:24]1[CH:29]=[C:28]([N:30]2[CH2:35][CH2:34][O:33][CH2:32][CH2:31]2)[CH:27]=[C:26]([CH2:36][S:37][C:38]2[S:39][C:40]([CH2:43][CH3:44])=[N:41][N:42]=2)[N:25]=1)[CH2:9][C:10]1[CH:15]=[C:14]([NH:16][C:17]([O:19][CH2:20][CH:21]=[CH2:22])=[O:18])[CH:13]=[C:12]([CH3:23])[CH:11]=1)=O)(C)(C)C>FC(F)(F)C(O)=O>[CH2:43]([C:40]1[S:39][C:38]([S:37][CH2:36][C:26]2[N:25]=[C:24]([NH:8][CH2:9][C:10]3[CH:15]=[C:14]([NH:16][C:17]([O:19][CH2:20][CH:21]=[CH2:22])=[O:18])[CH:13]=[C:12]([CH3:23])[CH:11]=3)[CH:29]=[C:28]([N:30]3[CH2:31][CH2:32][O:33][CH2:34][CH2:35]3)[CH:27]=2)=[N:42][N:41]=1)[CH3:44]. Procedure: 2-{N-tert-butoxycarbonyl-N-[3-methyl-5-(2-propenyloxycarbonylamino)benzyl]amino}-6-(5-ethyl-1,3,4-thiadiazol-2-ylthiomethyl)-4-morpholinopyridine (92 mg) was dissolved in trifluoroacetic acid (1 ml), followed by stirring at room temperature for one hour. The reaction solution was concentrated under reduced pressure, and the residue was subjected to liquid separation with ethyl acetate-a saturated sodium hydrogen carbonate aqueous solution. The organic layer was washed with a saturated sodium chl... Reactants: Cc1cccc2c(Cl)c(CCCl)nnc12, Cl, Cc1ccccc1N, C1COCCO1. The product is Cc1ccccc1N1CCc2nnc3c(C)cccc3c21. As a reaction SMILES: [Cl:1][CH2:2][CH2:3][c:4]1[n:5][n:6][c:7]2[c:8]([CH3:15])[cH:9][cH:10][cH:11][c:12]2[c:13]1[Cl:14].[ClH:16].[NH2:17][c:18]1[c:19]([CH3:24])[cH:20][cH:21][cH:22][cH:23]1.[O:25]1[CH2:26][CH2:27][O:28][CH2:29][CH2:30]1>>[CH2:2]1[CH2:3][c:4]2[n:5][n:6][c:7]3[c:8]([CH3:15])[cH:9][cH:10][cH:11][c:12]3[c:13]2[N:17]1[c:18]1[c:19]([CH3:24])[cH:20][cH:21][cH:22][cH:23]1.